Dataset: the Open Reaction Database (ORD), a public repository of structured organic reaction records. Task: describe an organic reaction: reactants, conditions, products, and yield The reactants are O=C=O, [Li]CCCC, C1CCOC1, Cc1cccc2c1Cc1ccccc1-2, CCOC(C)=O, O. The product is Cc1cccc2c1C(C(=O)O)c1ccccc1-2. RXN SMILES: [C:20](=[O:21])=[O:22].[CH2:15]([Li:16])[CH2:17][CH2:18][CH3:19].[CH2:23]1[O:24][CH2:25][CH2:26][CH2:27]1.[CH3:1][c:2]1[cH:3][cH:4][cH:5][c:6]2[c:14]1[CH2:13][c:12]1[c:7]-2[cH:8][cH:9][cH:10][cH:11]1.[CH3:29][CH2:30][O:31][C:32](=[O:33])[CH3:34].[OH2:28]>>[CH3:1][c:2]1[cH:3][cH:4][cH:5][c:6]2[c:14]1[CH:13]([C:20](=[O:21])[OH:22])[c:12]1[c:7]-2[cH:8][cH:9][cH:10][cH:11]1. Reactants: CO, CC(C)[N-]C(C)C, O=C1C=C(N(CCCI)Cc2ccc(Cl)nc2)CO1, [Li+], C1CCOC1. Product: O=C1C=C2C(CCCN2Cc2ccc(Cl)nc2)O1. Reaction SMILES: [CH3:28][OH:29].[CH:20]([N-:21][CH:22]([CH3:23])[CH3:24])([CH3:25])[CH3:26].[Cl:1][c:2]1[cH:3][cH:4][c:5]([CH2:8][N:9]([C:10]2=[CH:11][C:12](=[O:15])[O:13][CH2:14]2)[CH2:16][CH2:17][CH2:18][I:19])[cH:6][n:7]1.[Li+:27].[O:30]1[CH2:31][CH2:32][CH2:33][CH2:34]1>>[Cl:1][c:2]1[cH:3][cH:4][c:5]([CH2:8][N:9]2[C:10]3=[CH:11][C:12](=[O:15])[O:13][CH:14]3[CH2:18][CH2:17][CH2:16]2)[cH:6][n:7]1. The reactants are NC=1C(=C(C(=C(C(=O)NCC(CO)O)C1I)I)C(=O)NCC(CO)O)I (5-amino-N,N'-bis(2,3-dihydroxypropyl)-2,4,6-triiodoisophthalamide). Run in CN(C(C)=O)C (N,N,-dimethylacetamide). The product is NC=1C(=C(C(=C(C(=O)NCC(COC(C)=O)OC(C)=O)C1I)I)C(=O)NCC(COC(C)=O)OC(C)=O)I (5-amino-N,N'-bis(2,3-diacetoxypropyl)-2,4,6-triiodoisophthalamide). Reaction SMILES: [NH2:1][C:2]1[C:3]([I:26])=[C:4]([C:18]([NH:20][CH2:21][CH:22]([OH:25])[CH2:23][OH:24])=[O:19])[C:5]([I:17])=[C:6]([C:15]=1[I:16])[C:7]([NH:9][CH2:10][CH:11]([OH:14])[CH2:12][OH:13])=[O:8]>CN(C)C(=O)C>[NH2:1][C:2]1[C:15]([I:16])=[C:6]([C:7]([NH:9][CH2:10][CH:11]([O:14][C:7](=[O:8])[CH3:6])[CH2:12][O:13][C:12](=[O:13])[CH3:11])=[O:8])[C:5]([I:17])=[C:4]([C:3]=1[I:26])[C:18]([NH:20][CH2:21][CH:22]([O:25][C:23](=[O:24])[CH3:22])[CH2:23][O:24][C:18](=[O:19])[CH3:4])=[O:19]. Procedure details: acetylating 5-amino-N,N'-bis(2,3-dihydroxypropyl)-2,4,6-triiodoisophthalamide with an acetylating agent in N,N,-dimethylacetamide and a catalyst to produce 5-amino-N,N'-bis(2,3-diacetoxypropyl)-2,4,6-triiodoisophthalamide,